Task: describe an organic reaction: reactants, conditions, products, and yield. Dataset: the Open Reaction Database (ORD), a public repository of structured organic reaction records The reactants are C(C)OC(C(C(=O)OCC)Br)=O (bromomalonic acid diethyl ester), C(C)(C)(C)OC(=O)CCC(C(=O)O)OC1=CC=CC2=CC=CC=C12 (4-tert.-butoxycarbonyl-2(R,S)-α-naphthoxybutyric acid), C1(=CC=CC2=CC=CC=C12)O (1-naphthol), [H-].[Na+] (sodium hydride). Solvent: CN(C)C=O (DMF), CN(C)C=O (DMF), CN(C)C=O (DMF). Reaction conditions: time 30 minute. Yields the product C(C)OC(C(C(=O)OCC)OC1=CC=CC2=CC=CC=C12)=O (α-naphthoxymalonic acid diethyl ester). RXN SMILES: C(OC(CCC(OC1C2C(=CC=CC=2)C=CC=1)C(O)=O)=O)(C)(C)C.[C:25]1([OH:35])[C:34]2[C:29](=[CH:30][CH:31]=[CH:32][CH:33]=2)[CH:28]=[CH:27][CH:26]=1.[H-].[Na+].[CH2:38]([O:40][C:41](=[O:49])[CH:42](Br)[C:43]([O:45][CH2:46][CH3:47])=[O:44])[CH3:39]>CN(C=O)C>[CH2:38]([O:40][C:41](=[O:49])[CH:42]([O:35][C:25]1[C:34]2[C:29](=[CH:30][CH:31]=[CH:32][CH:33]=2)[CH:28]=[CH:27][CH:26]=1)[C:43]([O:45][CH2:46][CH3:47])=[O:44])[CH3:39] |f:2.3|. Procedure: 4-tert.-butoxycarbonyl-2(R,S)-α-naphthoxybutyric acid: A solution of 25 g of 1-naphthol in 50 ml of DMF is slowly added dropwise to a solution of 7.6 g of sodium hydride dispersion in 300 ml of DMF. The suspension is stirred for 30 minutes and subsequently 41.5 g of bromomalonic acid diethyl ester in 50 ml of DMF are added dropwise. The reaction mixture is further stirred for 16 hours at room temperature and then concentrated by evaporation in a high vacuum. The residue is dissolved in ethyl ace... Reactants: CC(C)C[Al+]CC(C)C, C=CCOc1ccc(C#N)c(F)c1, C1CCOC1, CC(C)C[AlH]CC(C)C, [H-]. Yields the product C=CCOc1ccc(C=O)c(F)c1. As a reaction SMILES: [CH2:15]([Al+:16][CH2:17][CH:18]([CH3:19])[CH3:20])[CH:21]([CH3:22])[CH3:23].[CH2:1]([CH:2]=[CH2:3])[O:4][c:5]1[cH:6][c:7]([F:13])[c:8]([C:9]#[N:10])[cH:11][cH:12]1.[CH2:33]1[CH2:36][CH2:35][CH2:34][O:37]1.[CH3:24][CH:25]([CH2:26][AlH:27][CH2:28][CH:29]([CH3:30])[CH3:31])[CH3:32].[H-:14]>>[CH2:1]([CH:2]=[CH2:3])[O:4][c:5]1[cH:6][c:7]([F:13])[c:8]([CH:9]=[O:37])[cH:11][cH:12]1. The reactants are C12C(CCCC1)O2 (Cyclohexene oxide), N1CCCC1 (pyrolidine), O (water). Run in C(C)OCC (diethyl ether). Yields the product OC1C(CCCC1)N1CCCC1 (1-(2-Hydroxycyclohexyl )pyrrolidine). The yield is 88.6%. As a reaction SMILES: [CH:1]12[O:7][CH:2]1[CH2:3][CH2:4][CH2:5][CH2:6]2.[NH:8]1[CH2:12][CH2:11][CH2:10][CH2:9]1.O>C(OCC)C>[OH:7][CH:1]1[CH2:6][CH2:5][CH2:4][CH2:3][CH:2]1[N:8]1[CH2:12][CH2:11][CH2:10][CH2:9]1. Procedure: Cyclohexene oxide (982 mg, 10 mmol), pyrolidine (2.134 g, 30 mmol), and 1.8 mL of water were heated at 90° C. for 18 hours. The reaction was then cooled and diluted with 75 mL of diethyl ether. The mixture was then washed with aqueous sodium bicarbonate (15 mL), brine (2×15 mL), dried over magnesium sulfate, filtered, and evaporated to give 1.499 g (89%) of the title compound. The reactants are COCCN(CC)CC (2-methoxyethyldiethylamine), CI (methyl iodide). Run in O1CCCC1 (tetrahydrofuran). Run at time 30 minute. Product: [I-].COCC[N+](C)(CC)CC (2-methoxyethyldiethylmethylammonium iodide). RXN SMILES: [CH3:1][O:2][CH2:3][CH2:4][N:5]([CH2:8][CH3:9])[CH2:6][CH3:7].[CH3:10][I:11]>O1CCCC1>[I-:11].[CH3:1][O:2][CH2:3][CH2:4][N+:5]([CH2:8][CH3:9])([CH2:6][CH3:7])[CH3:10] |f:3.4|. Procedure: Next, 8.24 g of the 2-methoxyethyldiethylamine was dissolved in 10 mL of tetrahydrofuran (Wako Pure Chemical Industries), then 4.0 mL of methyl iodide (Wako Pure Chemical Industries) was added under ice cooling. After 30 minutes, the mixture was removed from the ice bath and stirred overnight at room temperature. The solvent in this reaction solution was subsequently driven off by vacuum distillation, and the resulting solids were recrystallized from an ethanol (Wako Pure Chemical Industries)—te... Starting materials: OC[C@H](CC)NC1=C(C(=O)NCC2=CC3=C(OCO3)C=C2)C=C(C=C1)[N+](=O)[O-] ((S)-2-[1-(hydroxymethyl)propylamino]-5-nitro-N-(1,3-benzodioxol-5-ylmethyl)benzamide), C1(=CC=CC=C1)P(C1=CC=CC=C1)C1=CC=CC=C1 (triphenylphosphine), ClCCCl (1,2-dichloroethane). Run in C(Cl)(Cl)(Cl)Cl (carbontetrachloride). Product: ClC[C@H](CC)NC1=C(C(=O)NCC2=CC3=C(OCO3)C=C2)C=C(C=C1)[N+](=O)[O-] ((S)-2-[1-(chloromethyl)propylamino]-5-nitro-N-(1,3-benzodioxol-5-ylmethyl)benzamide). As a reaction SMILES: O[CH2:2][C@@H:3]([NH:6][C:7]1[CH:25]=[CH:24][C:23]([N+:26]([O-:28])=[O:27])=[CH:22][C:8]=1[C:9]([NH:11][CH2:12][C:13]1[CH:21]=[CH:20][C:16]2[O:17][CH2:18][O:19][C:15]=2[CH:14]=1)=[O:10])[CH2:4][CH3:5].C1(P(C2C=CC=CC=2)C2C=CC=CC=2)C=CC=CC=1.[Cl:48]CCCl>C(Cl)(Cl)(Cl)Cl>[Cl:48][CH2:2][C@@H:3]([NH:6][C:7]1[CH:25]=[CH:24][C:23]([N+:26]([O-:28])=[O:27])=[CH:22][C:8]=1[C:9]([NH:11][CH2:12][C:13]1[CH:21]=[CH:20][C:16]2[O:17][CH2:18][O:19][C:15]=2[CH:14]=1)=[O:10])[CH2:4][CH3:5]. Reported procedure: To a solution of (S)-2-[1-(hydroxymethyl)propylamino]-5-nitro-N-(1,3-benzodioxol-5-ylmethyl)benzamide (127 mg) in 1,2-dichloroethane (4 mL) and carbontetrachloride (2 mL) was added triphenylphosphine (215 mg), and the mixture was stirred for an hour under reflux. The solvent was evaporated in vacuo and the residue was subjected to a silica gel column chromatography eluting with a mixture of chloroform and ethyl acetate (9:1) to give (S)-2-[1-(chloromethyl)propylamino]-5-nitro-N-(1,3-benzodioxol-...